Dataset: the Open Reaction Database (ORD), a public repository of structured organic reaction records. Task: describe an organic reaction: reactants, conditions, products, and yield The reactants are C=1(C(=CC=CC1)C(=O)CN1C(C(CN(C2=C1C=C(C=C2)C)C(=O)C2=NC=CC=C2)NC(=O)OC(C)(C)C)=O)C (1-(2-Toluoylmethyl)-2-oxo-3-tert-butoxycarbonylamino-5-(2-pyridylcarbonyl)-8-methyl-1,3,4,5-tetrahydro-2H-1,5-benzodiazepine). The solvent is Cl.O1CCOCC1 (HCl dioxane). Conditions: temperature 50 celsius, time 1 hour. Product: C=1(C(=CC=CC1)C(=O)CN1C(C(CN(C2=C1C=C(C=C2)C)C(=O)C2=NC=CC=C2)N)=O)C (1-(2-toluoylmethyl)-2-oxo-3-amino-5-(2-pyridylcarbonyl)-8-methyl-1,3,4,5-tetrahydro-2H-1,5-benzodiazepine). Yield: 109.3%. Reaction SMILES: [C:1]1([CH3:39])[C:2]([C:7]([CH2:9][N:10]2[C:16]3[CH:17]=[C:18]([CH3:21])[CH:19]=[CH:20][C:15]=3[N:14]([C:22]([C:24]3[CH:29]=[CH:28][CH:27]=[CH:26][N:25]=3)=[O:23])[CH2:13][CH:12]([NH:30]C(OC(C)(C)C)=O)[C:11]2=[O:38])=[O:8])=[CH:3][CH:4]=[CH:5][CH:6]=1>Cl.O1CCOCC1>[C:1]1([CH3:39])[C:2]([C:7]([CH2:9][N:10]2[C:16]3[CH:17]=[C:18]([CH3:21])[CH:19]=[CH:20][C:15]=3[N:14]([C:22]([C:24]3[CH:29]=[CH:28][CH:27]=[CH:26][N:25]=3)=[O:23])[CH2:13][CH:12]([NH2:30])[C:11]2=[O:38])=[O:8])=[CH:3][CH:4]=[CH:5][CH:6]=1 |f:1.2|. Reported procedure: 1-(2-Toluoylmethyl)-2-oxo-3-tert-butoxycarbonylamino-5-(2-pyridylcarbonyl)-8-methyl-1,3,4,5-tetrahydro-2H-1,5-benzodiazepine (1.00 g) was suspended in 4N HCl-dioxane (10 ml), the suspension was stirred for one hour at 50° C. The reaction mixture was concentrated under reduced pressure, the residue was dissolved in water, the solution was washed with diethyl ether, alkaline with saturated aqueous sodium bicarbonate,and extracted with methylene chloride. The organic layer was dried over anhydrous ... Starting materials: Oc1ccc2c3c1OC1C4(CCC5(F)C(C2)N(CC2CCC2)CCC315)OCCO4, N, O=C(O)C(=O)O. The product is O=C1CCC2(F)C3Cc4ccc(O)c5c4C2(CCN3CC2CCC2)C1O5. RXN SMILES: [CH:1]1([CH2:5][N:6]2[CH:7]3[C:8]4([F:29])[CH2:9][CH2:10][C:11]5([O:12][CH2:15][CH2:14][O:13]5)[CH:16]5[C:17]4([c:18]4[c:19]([c:20]([OH:25])[cH:21][cH:22][c:23]4[CH2:24]3)[O:26]5)[CH2:27][CH2:28]2)[CH2:2][CH2:3][CH2:4]1.[NH3:30].[OH:31][C:32]([C:33](=[O:34])[OH:35])=[O:36]>>[CH:1]1([CH2:5][N:6]2[CH:7]3[C:8]4([F:29])[CH2:9][CH2:10][C:11](=[O:12])[CH:16]5[C:17]4([c:18]4[c:19]([c:20]([OH:25])[cH:21][cH:22][c:23]4[CH2:24]3)[O:26]5)[CH2:27][CH2:28]2)[CH2:2][CH2:3][CH2:4]1.